Dataset: the Open Reaction Database (ORD), a public repository of structured organic reaction records. Task: describe an organic reaction: reactants, conditions, products, and yield Product: O=C(O)c1cc(C2CC2)ccc1Nc1cnc(-c2ccccc2Cl)nc1. The reactants are CO, COC(=O)c1cc(C2CC2)ccc1Nc1cnc(-c2ccccc2Cl)nc1, [Na+], [OH-], O. RXN SMILES: [CH3:30][OH:31].[Cl:1][c:2]1[c:3](-[c:8]2[n:9][cH:10][c:11]([NH:14][c:15]3[c:16]([C:17](=[O:18])[O:19][CH3:20])[cH:21][c:22]([CH:25]4[CH2:26][CH2:27]4)[cH:23][cH:24]3)[cH:12][n:13]2)[cH:4][cH:5][cH:6][cH:7]1.[Na+:29].[OH-:28].[OH2:32]>>[Cl:1][c:2]1[c:3](-[c:8]2[n:9][cH:10][c:11]([NH:14][c:15]3[c:16]([C:17](=[O:18])[OH:19])[cH:21][c:22]([CH:25]4[CH2:26][CH2:27]4)[cH:23][cH:24]3)[cH:12][n:13]2)[cH:4][cH:5][cH:6][cH:7]1. The reactants are CC1(CC=C(C2=CC(=C(C=C12)C#C[Si](C)(C)C)C)OS(=O)(=O)C(F)(F)F)C (trifluoro-methanesulfonic acid 4,4,7-trimethyl-6-trimethylsilanylethynyl-3,4-dihydro-naphthalen-1-yl ester), C(C)O (ethanol), CN(C=O)C (N,N-dimethylformamide), CC1(CC=C(C2=CC(=C(C=C12)C#C[Si](C)(C)C)C)OS(=O)(=O)C(F)(F)F)C (trifluoro-methanesulfonic acid 4,4,7-trimethyl-6-trimethylsilanylethynyl-3,4-dihydro-naphthalen-1-yl ester), C1(=CC=CC=C1)P(CCCP(C1=CC=CC=C1)C1=CC=CC=C1)C1=CC=CC=C1 (1,3-bis(diphenylphosphino)propane). The reagents and catalysts are C(C)(=O)[O-].[Pd+2].C(C)(=O)[O-] (palladium acetate). The solvent is C(C)(=O)OCC (ethyl acetate), C(C)N(CC)CC (triethyl amine), CCCCCC (hexane). The product is C(C)OC(=O)C1=CCC(C2=CC(=C(C=C12)C)C#C[Si](C)(C)C)(C)C (4,4,7-Trimethyl-6-trimethylsilanylethynyl-3,4-dihydro-naphthalene-1-carboxylic acid ethyl ester). Reaction SMILES: [CH3:1][C:2]1([CH3:27])[C:11]2[C:6](=[CH:7][C:8]([CH3:18])=[C:9]([C:12]#[C:13][Si:14]([CH3:17])([CH3:16])[CH3:15])[CH:10]=2)[C:5](OS(C(F)(F)F)(=O)=O)=[CH:4][CH2:3]1.C1(P(C2C=CC=CC=2)CCCP(C2C=CC=CC=2)C2C=CC=CC=2)C=CC=CC=1.CN(C)[CH:59]=[O:60].[CH2:62]([OH:64])[CH3:63]>CCCCCC.C([O-])(=O)C.[Pd+2].C([O-])(=O)C.C(OCC)(=O)C.C(N(CC)CC)C>[CH2:62]([O:64][C:59]([C:5]1[C:6]2[C:11](=[CH:10][C:9]([C:12]#[C:13][Si:14]([CH3:16])([CH3:17])[CH3:15])=[C:8]([CH3:18])[CH:7]=2)[C:2]([CH3:1])([CH3:27])[CH2:3][CH:4]=1)=[O:60])[CH3:63] |f:5.6.7|. Reported procedure: Following General Procedure E and using trifluoro-methanesulfonic acid 4,4,7-trimethyl-6-trimethylsilanylethynyl-3,4-dihydro-naphthalen-1-yl ester (Intermediate 183, 0.73 g, 1.75 mmol), palladium acetate (6.1 g, 0.45 mmol), 1,3-bis(diphenylphosphino)propane (0.1 g, 0.24 mmol), N,N-dimethylformamide (3.5 mL), ethanol (3.5 mL) and triethyl amine (3.5 mL) followed by flash column chromatography over silica gel (230–400 mesh) using 5–10% ethyl acetate in hexane as the eluent the title compound was o... As a reaction SMILES: Br[C:2]1[C:7]([N+:8]([O-:10])=[O:9])=[CH:6][C:5]([C:11]2[C:12]([CH3:17])=[N:13][O:14][C:15]=2[CH3:16])=[CH:4][C:3]=1[I:18].[CH:19]1([NH2:22])[CH2:21][CH2:20]1>CN1C(=O)CCC1>[CH:19]1([NH:22][C:2]2[C:7]([N+:8]([O-:10])=[O:9])=[CH:6][C:5]([C:11]3[C:12]([CH3:17])=[N:13][O:14][C:15]=3[CH3:16])=[CH:4][C:3]=2[I:18])[CH2:21][CH2:20]1. The product is C1(CC1)NC1=C(C=C(C=C1[N+](=O)[O-])C=1C(=NOC1C)C)I (N-cyclopropyl-4-(3,5-dimethylisoxazol-4-yl)-2-iodo-6-nitroaniline). Reactants: C1(CC1)N (cyclopropylamine), BrC1=C(C=C(C=C1[N+](=O)[O-])C=1C(=NOC1C)C)I (4-(4-bromo-3-iodo-5-nitrophenyl)-3,5-dimethylisoxazole). Reported procedure: To a mixture of 4-(4-bromo-3-iodo-5-nitrophenyl)-3,5-dimethylisoxazole (1 g, 2.36 mmol, 1 equiv.) in a pressure tube was added NMP (10 mL) and cyclopropylamine (982 μL, 14.2 mmol, 6 equiv.). The mixture was heated to 130° C. for 60 minutes in a microwave reactor. The reaction was concentrated under reduced pressure and purified by flash column chromatography to provide N-cyclopropyl-4-(3,5-dimethylisoxazol-4-yl)-2-iodo-6-nitroaniline. Reaction conditions: temperature 130 celsius. Solvent: CN1CCCC1=O (NMP). The reactants are CCc1ccc(S)cc1, Clc1ccc(-c2nc(Cl)cc(NCCCN3CCOCC3)n2)cc1. The product is CCc1ccc(Sc2cc(NCCCN3CCOCC3)nc(-c3ccc(Cl)cc3)n2)cc1. Reaction SMILES: [CH2:25]([CH3:26])[c:27]1[cH:28][cH:29][c:30]([SH:33])[cH:31][cH:32]1.[Cl:1][c:2]1[n:3][c:4](-[c:18]2[cH:19][cH:20][c:21]([Cl:24])[cH:22][cH:23]2)[n:5][c:6]([NH:8][CH2:9][CH2:10][CH2:11][N:12]2[CH2:13][CH2:14][O:15][CH2:16][CH2:17]2)[cH:7]1>>[c:2]1([S:33][c:30]2[cH:29][cH:28][c:27]([CH2:25][CH3:26])[cH:32][cH:31]2)[n:3][c:4](-[c:18]2[cH:19][cH:20][c:21]([Cl:24])[cH:22][cH:23]2)[n:5][c:6]([NH:8][CH2:9][CH2:10][CH2:11][N:12]2[CH2:13][CH2:14][O:15][CH2:16][CH2:17]2)[cH:7]1. Reactants: BrCCCCC(C(=O)O)(C)C (6-Bromo-2,2-dimethylhexanoic acid), C1(=CC=CC=C1)P(C1=CC=CC=C1)C1=CC=CC=C1 (triphenylphosphine). Run in C(C)#N (acetonitrile). Product: [Br-].C(=O)(O)C(CCCC[P+](C1=CC=CC=C1)(C1=CC=CC=C1)C1=CC=CC=C1)(C)C (5-carboxy-5,5-dimethylpentyltriphenylphosphonium bromide). Isolated yield 58.2%. Reaction SMILES: [Br:1][CH2:2][CH2:3][CH2:4][CH2:5][C:6]([CH3:11])([CH3:10])[C:7]([OH:9])=[O:8].[C:12]1([P:18]([C:25]2[CH:30]=[CH:29][CH:28]=[CH:27][CH:26]=2)[C:19]2[CH:24]=[CH:23][CH:22]=[CH:21][CH:20]=2)[CH:17]=[CH:16][CH:15]=[CH:14][CH:13]=1>C(#N)C>[Br-:1].[C:7]([C:6]([CH3:11])([CH3:10])[CH2:5][CH2:4][CH2:3][CH2:2][P+:18]([C:19]1[CH:20]=[CH:21][CH:22]=[CH:23][CH:24]=1)([C:25]1[CH:30]=[CH:29][CH:28]=[CH:27][CH:26]=1)[C:12]1[CH:13]=[CH:14][CH:15]=[CH:16][CH:17]=1)([OH:9])=[O:8] |f:3.4|. Reported procedure: 6-Bromo-2,2-dimethylhexanoic acid (3.8 g, 17 mmole) and triphenylphosphine (4.9 g, 18.7 mmole) were dissolved in acetonitrile (30 ml), and the solution was heated under reflux for 20 hours. After the completion of the reaction, the solvent was removed under reduced pressure, and the residue was treated with toluene, followed by thorough stirring. The insolubles were seperated from the toluene solution, and crystallized from ethyl acetate to give 5-carboxy-5,5-dimethylpentyltriphenylphosphonium b... Product: O=C1N(C(C=2C=C3C(=CC12)C=CC=C3)=O)CCC(C(=O)O)CC3(CCCCC3)C(NC(CC3=CC=C(C=C3)OC)C(NC)=O)=O (4-(1,3-dioxo-1,3-dihydrobenzo[f]isoindol-2-yl)-2-{1-[2-(4-methoxyphenyl)-1-(methylcarbamoyl) ethylcarbamoyl]-cyclohexylmethyl}butyric acid). The solvent is FC(C(=O)O)(F)F (trifluoroacetic acid). Procedure: A solution of 4-(1,3-dioxo-1,3-dihydrobenzo[f]isoindol-2-yl)-2-{1-[2-(4-methoxyphenyl)-1-(methylcarbamoyl)ethylcarbamoyl]cyclohexylmethyl}butyricacidtert-butyl ester (diastereomer A) (50 mg, 0.075 mmol) in trifluoroacetic acid (1 mL) was stirred overnight at room temperature. The solvent was evaporated under vacuum leaving a white foam which was titrated with ether to afford 4-(1,3-dioxo-1,3-dihydrobenzo[f]isoindol-2-yl)-2-{1-[2-(4-methoxyphenyl)-1-(methylcarbamoyl) ethylcarbamoyl]-cyclohexylmet... Reactants: C(C)(C)(C)OC(C(CCN1C(C=2C=C3C(=CC2C1=O)C=CC=C3)=O)CC3(CCCCC3)C(NC(CC3=CC=C(C=C3)OC)C(NC)=O)=O)=O (4-(1,3-dioxo-1,3-dihydrobenzo[f]isoindol-2-yl)-2-{1-[2-(4-methoxyphenyl)-1-(methylcarbamoyl)ethylcarbamoyl]cyclohexylmethyl}butyricacidtert-butyl ester), CCOCC (ether). As a reaction SMILES: C([O:5][C:6](=[O:49])[CH:7]([CH2:25][C:26]1([C:32](=[O:48])[NH:33][CH:34]([C:44](=[O:47])[NH:45][CH3:46])[CH2:35][C:36]2[CH:41]=[CH:40][C:39]([O:42][CH3:43])=[CH:38][CH:37]=2)[CH2:31][CH2:30][CH2:29][CH2:28][CH2:27]1)[CH2:8][CH2:9][N:10]1[C:18](=[O:19])[C:17]2[CH:16]=[C:15]3[CH:20]=[CH:21][CH:22]=[CH:23][C:14]3=[CH:13][C:12]=2[C:11]1=[O:24])(C)(C)C.CCOCC>FC(F)(F)C(O)=O>[O:19]=[C:18]1[C:17]2[CH:16]=[C:15]3[CH:20]=[CH:21][CH:22]=[CH:23][C:14]3=[CH:13][C:12]=2[C:11](=[O:24])[N:10]1[CH2:9][CH2:8][CH:7]([CH2:25][C:26]1([C:32](=[O:48])[NH:33][CH:34]([C:44](=[O:47])[NH:45][CH3:46])[CH2:35][C:36]2[CH:41]=[CH:40][C:39]([O:42][CH3:43])=[CH:38][CH:37]=2)[CH2:27][CH2:28][CH2:29][CH2:30][CH2:31]1)[C:6]([OH:49])=[O:5]. Starting materials: CN1CCC(=C2C=3C=CC=CC3C=CC4=C2C=CC=C4)CC1 (cyproheptadine), [H][H] (hydrogen). The reagents and catalysts are [Pt]=O (platinum oxide). Run in C(C)(=O)O (acetic acid), C(C)O (ethanol). The product is C1=CC=CC=2C(C3=C(CCC21)C=CC=C3)=C3CCN(CC3)C (4-(10,11-dihydro-5H-dibenzo[a,d]cyclohepten-5-ylidene)-1-methylpiperidine). The yield is 94.2%. As a reaction SMILES: [CH3:1][N:2]1[CH2:22][CH2:21][C:5](=[C:6]2[C:16]3[CH:17]=[CH:18][CH:19]=[CH:20][C:15]=3[CH:14]=[CH:13][C:12]3[CH:11]=[CH:10][CH:9]=[CH:8][C:7]2=3)[CH2:4][CH2:3]1.[H][H]>C(O)(=O)C.C(O)C.[Pt]=O>[CH:11]1[C:12]2[CH2:13][CH2:14][C:15]3[CH:20]=[CH:19][CH:18]=[CH:17][C:16]=3[C:6](=[C:5]3[CH2:4][CH2:3][N:2]([CH3:1])[CH2:22][CH2:21]3)[C:7]=2[CH:8]=[CH:9][CH:10]=1. Procedure: Dissolved cyproheptadine (22.2 g, 0.077 mol) in 150 mL of glacial acetic acid and 20 mL of ethanol. Added platinum oxide catalyst (1.0 g), and hydrogenated on Paar shaker at 57 psi of hydrogen pressure for 5 hours. Filtered, and evaporated filtrate to give a solid. Recrystallized crude product from ether-pet ether to give 21.0 g (94% yield) of 4-(10,11-dihydro-5H-dibenzo[a,d]cyclohepten-5-ylidene)-1-methylpiperidine as a white solid. Starting materials: crude product, CC=1C=C(C2=CC=CC=C2C1)O (3-methylnaphthalen-1-ol), C([O-])([O-])=O.[K+].[K+] (potassium carbonate), C(CCCC)Br (pentyl bromide). Run in CN(C=O)C (dimethylformamide). Run at temperature 90 celsius, time 3 hour. Yields the product CC=1C=C(C2=CC=CC=C2C1)OCCCCC (3-methyl-1-pentyloxynaphthalene). Yield: 12.0%. RXN SMILES: [CH3:1][C:2]1[CH:3]=[C:4]([OH:12])[C:5]2[C:10]([CH:11]=1)=[CH:9][CH:8]=[CH:7][CH:6]=2.C(=O)([O-])[O-].[K+].[K+].[CH2:19](Br)[CH2:20][CH2:21][CH2:22][CH3:23]>CN(C)C=O>[CH3:1][C:2]1[CH:3]=[C:4]([O:12][CH2:19][CH2:20][CH2:21][CH2:22][CH3:23])[C:5]2[C:10]([CH:11]=1)=[CH:9][CH:8]=[CH:7][CH:6]=2 |f:1.2.3|. Procedure details: The crude product of 3-methylnaphthalen-1-ol, dimethylformamide (DMF, 20 ml), potassium carbonate (3 g, 21.7 mmol) and pentyl bromide (4.0 ml, 32.3 mmol) were mixed in a reaction vessel replaced with argon, and this solution was stirred at 90° C. for 3 hours. DMF was evaporated under reduced pressure, and water (20 ml) was added. The aqueous layer was extracted with ethyl acetate (20 ml) 3 times. The organic layer was washed with saturated brine (20 m1l) and dried over anhydrous magnesium sulfat... The reactants are COC(C(C)NC1=NC2=C(C(=NC1)C1=NC=CC=C1)C=C(C=C2)Cl)OC (2-[[7-chloro-5-(2-pyridyl)-3H-1,4-benzodiazepin-2-yl]amino]propionaldehyde dimethyl acetal). The reagents and catalysts are [Ti](Cl)(Cl)(Cl)Cl (titanium tetrachloride). Run in C(OC)COC (monoglyme). Yields the product ClC=1C=CC2=C(C(=NCC=3N2C=C(N3)C)C3=NC=CC=C3)C1 (8-chloro-2-methyl-6-(2-pyridyl)-4H-imidazo[1,2-a][1,4]benzodiazepine). RXN SMILES: CO[CH:3](OC)[CH:4]([NH:6][C:7]1[CH2:13][N:12]=[C:11]([C:14]2[CH:19]=[CH:18][CH:17]=[CH:16][N:15]=2)[C:10]2[CH:20]=[C:21]([Cl:24])[CH:22]=[CH:23][C:9]=2[N:8]=1)[CH3:5]>C(COC)OC.[Ti](Cl)(Cl)(Cl)Cl>[Cl:24][C:21]1[CH:22]=[CH:23][C:9]2[N:8]3[CH:3]=[C:4]([CH3:5])[N:6]=[C:7]3[CH2:13][N:12]=[C:11]([C:14]3[CH:19]=[CH:18][CH:17]=[CH:16][N:15]=3)[C:10]=2[CH:20]=1. Reported procedure: A solution of 2-[[7-chloro-5-(2-pyridyl)-3H-1,4-benzodiazepin-2-yl]amino]propionaldehyde dimethyl acetal in monoglyme is treated with titanium tetrachloride first at room temperature, then under reflux. The reaction mixure is cooled, neutralized, and extracted with chloroform. The chloroform layer is concentrated in vacuo and the resulting residue crystallized to give 8-chloro-2-methyl-6-(2-pyridyl)-4H-imidazo[1,2-a][1,4]benzodiazepine. The reactants are S1C(=CC=C1)C(=O)OCC (ethyl thiophene-2-carboxylate), C(CN)N (ethylenediamine). The solvent is C1(=CC=CC=C1)C (toluene). The product is NCCNC(=O)C=1SC=CC1 (N-(2-aminoethyl)-thiophene-2-carboxamide). As a reaction SMILES: [S:1]1[CH:5]=[CH:4][CH:3]=[C:2]1[C:6]([O:8]CC)=O.[CH2:11]([NH2:14])[CH2:12][NH2:13]>C1(C)C=CC=CC=1>[NH2:13][CH2:12][CH2:11][NH:14][C:6]([C:2]1[S:1][CH:5]=[CH:4][CH:3]=1)=[O:8]. Procedure: A mixture of ethyl thiophene-2-carboxylate (12.0 g.) and ethylenediamine (15.4 ml.) was heated at 95°-100° C. for 48 hours. Excess ethylenediamine was removed under reduced pressure and the residue was dissolved in water (150 ml.). The insoluble material [bis(carboxamide)derivative] was removed by filtration. Evaporation of the filtrate gave a residue which was dissolved in toluene (50 ml.). The mixture was evaporated to give N-(2-aminoethyl)-thiophene-2-carboxamide as an oil (12.0 g.) essential...